From a dataset of the Open Reaction Database (ORD), a public repository of structured organic reaction records. describe an organic reaction: reactants, conditions, products, and yield Starting materials: BrB(Br)Br, COc1cc(C#N)ccc1-c1ccccc1, ClCCl, O. Yields the product N#Cc1ccc(-c2ccccc2)c(O)c1. RXN SMILES: [B:17]([Br:18])([Br:19])[Br:20].[CH3:1][O:2][c:3]1[cH:4][c:5]([C:6]#[N:7])[cH:8][cH:9][c:10]1-[c:11]1[cH:12][cH:13][cH:14][cH:15][cH:16]1.[Cl:22][CH2:23][Cl:24].[OH2:21]>>[OH:2][c:3]1[cH:4][c:5]([C:6]#[N:7])[cH:8][cH:9][c:10]1-[c:11]1[cH:12][cH:13][cH:14][cH:15][cH:16]1. Reactants: O=C([O-])O, CC#N, Cc1ccc2c(O)nc(C(O)c3ccc(F)cc3)nc2c1, [Na+]. Yields the product Cc1ccc2c(O)nc(C(=O)c3ccc(F)cc3)nc2c1. Reaction SMILES: [C:22](=[O:23])([O-:24])[OH:25].[CH3:27][C:28]#[N:29].[F:1][c:2]1[cH:3][cH:4][c:5]([CH:8]([c:9]2[n:10][c:11]3[cH:12][c:13]([CH3:20])[cH:14][cH:15][c:16]3[c:17]([OH:19])[n:18]2)[OH:21])[cH:6][cH:7]1.[Na+:26]>>[F:1][c:2]1[cH:3][cH:4][c:5]([C:8]([c:9]2[n:10][c:11]3[cH:12][c:13]([CH3:20])[cH:14][cH:15][c:16]3[c:17]([OH:19])[n:18]2)=[O:21])[cH:6][cH:7]1. Reactants: 0.1, Cl (hydrochloric acid), C(CC)N(CCC)CC=1N=C(OC1)C=1N=CN2C1CN(C(C1=C2C=CC=C1)=O)C (3-(4-dipropylaminomethyl-oxazol-2-yl)-5-methyl-5,6-dihydro-4H-imidazo[1,5-a][1,4]benzodiazepin-6-one). RXN SMILES: [CH2:1]([N:4]([CH2:8][C:9]1[N:10]=[C:11]([C:14]2[N:15]=[CH:16][N:17]3[C:23]4[CH:24]=[CH:25][CH:26]=[CH:27][C:22]=4[C:21](=[O:28])[N:20]([CH3:29])[CH2:19][C:18]=23)[O:12][CH:13]=1)[CH2:5][CH2:6][CH3:7])[CH2:2][CH3:3].[ClH:30]>C(O)C>[ClH:30].[CH2:1]([N:4]([CH2:8][C:9]1[N:10]=[C:11]([C:14]2[N:15]=[CH:16][N:17]3[C:23]4[CH:24]=[CH:25][CH:26]=[CH:27][C:22]=4[C:21](=[O:28])[N:20]([CH3:29])[CH2:19][C:18]=23)[O:12][CH:13]=1)[CH2:5][CH2:6][CH3:7])[CH2:2][CH3:3] |f:3.4|. Procedure details: 0.24 g (0.00061 mol) of 3-(4-dipropylaminomethyl-oxazol-2-yl)-5-methyl-5,6-dihydro-4H-imidazo[1,5-a][1,4]benzodiazepin-6-one was dissolved in 30 ml of ethanol and treated with 0.1 6 ml (0.00061 mol) of 3.7N ethanolic hydrochloric acid. The solution was completely freed from the solvents and recrystallized from ethanol/diethyl ether. There was obtained 0.22 g (84%) of 3-(4-dipropylaminomethyl-oxazol-2-yl)-5-methyl-5,6-dihydro-4H-imidazo[1,5-a][1,4]benzodiazepin-6-one hydrochloride as white crysta... Product: Cl.C(CC)N(CCC)CC=1N=C(OC1)C=1N=CN2C1CN(C(C1=C2C=CC=C1)=O)C (3-(4-dipropylaminomethyl-oxazol-2-yl)-5-methyl-5,6-dihydro-4H-imidazo[1,5-a][1,4]benzodiazepin-6-one hydrochloride). The solvent is C(C)O (ethanol). Yield: 84.0%. The reactants are O=C([O-])O, Cc1cc(-n2nc(C(=O)O)c(=O)[nH]c2=O)cc(Cl)c1C(C)(C#N)c1ccc(Cl)cc1, [Na+], O, O=C(O)CS. Product: Cc1cc(-n2ncc(=O)[nH]c2=O)cc(Cl)c1C(C)(C#N)c1ccc(Cl)cc1. As a reaction SMILES: [C:36](=[O:37])([O-:38])[OH:39].[Cl:1][c:2]1[cH:3][c:4](-[n:20]2[n:21][c:22]([C:28]([OH:29])=[O:30])[c:23](=[O:27])[nH:24][c:25]2=[O:26])[cH:5][c:6]([CH3:19])[c:7]1[C:8]([CH3:9])([C:10]#[N:11])[c:12]1[cH:13][cH:14][c:15]([Cl:18])[cH:16][cH:17]1.[Na+:40].[OH2:41].[SH:31][CH2:32][C:33]([OH:34])=[O:35]>>[Cl:1][c:2]1[cH:3][c:4](-[n:20]2[n:21][cH:22][c:23](=[O:27])[nH:24][c:25]2=[O:26])[cH:5][c:6]([CH3:19])[c:7]1[C:8]([CH3:9])([C:10]#[N:11])[c:12]1[cH:13][cH:14][c:15]([Cl:18])[cH:16][cH:17]1. The reactants are II, FCCOC1=C(C(=CC=C1)CO)OCCF (1,2-di(2-fluoroethoxy)-3-hydroxymethylbenzene), P(Br)(Br)Br (phosphorus tribromide). Solvent: C(C)OCC (diethyl ether). Yields the product BrCC=1C(=C(C=CC1)OCCF)OCCF (3-bromomethyl-1,2-di(2fluoroethoxy)benzene). Yield: 243.5%. RXN SMILES: [F:1][CH2:2][CH2:3][O:4][C:5]1[CH:10]=[CH:9][CH:8]=[C:7]([CH2:11]O)[C:6]=1[O:13][CH2:14][CH2:15][F:16].P(Br)(Br)[Br:18]>C(OCC)C>[Br:18][CH2:11][C:7]1[C:6]([O:13][CH2:14][CH2:15][F:16])=[C:5]([O:4][CH2:3][CH2:2][F:1])[CH:10]=[CH:9][CH:8]=1. Procedure details: In a manner similar to that described by Noller et al. (Organic Synthesis, Vol. II. p 358-360), 2.0 grams (0.086 mole) of 1,2-di(2-fluoroethoxy)-3-hydroxymethylbenzene and 1.1 ml (0.0032 mole) of phosphorus tribromide were reacted in 90 ml of cold (0° C.) diethyl ether. The reaction mixture was partitioned between water and diethyl ether. The organic phase was washed with an aqueous, saturated sodium chloride solution. The washed organic phase was dried over anhydrous magnesium sulfate and filte... Reactants: C[C@H]([C@H](C1=CC=CC=C1)O)N (norephedrine), C(OCC)(OCC)=O (diethyl carbonate), C([O-])([O-])=O.[K+].[K+] (potassium carbonate). Solvent: C(C)O (ethanol). Run at temperature 160 celsius. Yields the product C[C@H]1NC(O[C@H]1C1=CC=CC=C1)=O ((4R,5S)-4-Methyl-5-phenyl-2-oxazolidinone). Isolated yield 101.8%. Reaction SMILES: [CH3:1][C@@H:2]([NH2:11])[C@@H:3]([OH:10])[C:4]1[CH:9]=[CH:8][CH:7]=[CH:6][CH:5]=1.[C:12](=O)(OCC)[O:13]CC.C(=O)([O-])[O-].[K+].[K+]>C(O)C>[CH3:1][C@@H:2]1[C@H:3]([C:4]2[CH:5]=[CH:6][CH:7]=[CH:8][CH:9]=2)[O:10][C:12](=[O:13])[NH:11]1 |f:2.3.4|. Procedure details: A round bottom flask, equipped with a distillation apparatus, is charged with (1S,2R) -norephedrine (18.16 g, 99.1 mmol), diethyl carbonate (27.6 mL, 228 mmol), and potassium carbonate (28.9 g, 209 mmol), and heated at 160° C. (oil bath temperature). The distillation head temperature remained at ca 80° C. when ethanol is collected in the collection flask, which is cooled in an ice bath. When the head temperature drops to 60° C. (ca 5 hours), the oil bath is removed and the mixture is cooled to r... Reactants: CN1N=C(C2=C(C(=CC=C12)C(=O)O)C(=O)O)C (1,3-dimethyl-1H-indazole-4,5-dicarboxylic acid), C(C)(=O)OC(C)=O (acetic anhydride). Conditions: temperature 5 celsius. Yields the product CN1N=C(C2=C3C(=CC=C12)C(=O)OC3=O)C (1,3-Dimethyl-1H-indazole-4,5-dicarboxylic anhydride), needles. Yield: 82.5%. RXN SMILES: [CH3:1][N:2]1[C:10]2[C:5](=[C:6]([C:14]([OH:16])=[O:15])[C:7]([C:11](O)=[O:12])=[CH:8][CH:9]=2)[C:4]([CH3:17])=[N:3]1.C(OC(=O)C)(=O)C>>[CH3:1][N:2]1[C:10]2[C:5](=[C:6]3[C:14](=[O:16])[O:15][C:11](=[O:12])[C:7]3=[CH:8][CH:9]=2)[C:4]([CH3:17])=[N:3]1. Reported procedure: A mixture of 1,3-dimethyl-1H-indazole-4,5-dicarboxylic acid (6.30 g, 26.9 mmol) and acetic anhydride is stirred at reflux temperature for 3 hours, cooled to 5° C. and filtered. The filter cake is air-dried to give the title product as chartreuse needles (4.80 g, 82.5%), mp 214°-215.5° C. The reactants are COC(=O)c1ccc(Cl)nc1, CC(c1ccc(CO)cc1Cl)C(O)(c1ccnc(Cl)c1)C(F)(F)F. Yields the product COC(=O)c1ccc(OCc2ccc(C(C)C(O)(c3ccnc(Cl)c3)C(F)(F)F)c(Cl)c2)nc1. RXN SMILES: [CH3:25][O:26][C:27]([c:28]1[cH:29][n:30][c:31]([Cl:34])[cH:32][cH:33]1)=[O:35].[Cl:1][c:2]1[c:3]([CH:10]([C:11]([C:12]([F:13])([F:14])[F:15])([OH:16])[c:17]2[cH:18][c:19]([Cl:23])[n:20][cH:21][cH:22]2)[CH3:24])[cH:4][cH:5][c:6]([CH2:8][OH:9])[cH:7]1>>[Cl:1][c:2]1[c:3]([CH:10]([C:11]([C:12]([F:13])([F:14])[F:15])([OH:16])[c:17]2[cH:18][c:19]([Cl:23])[n:20][cH:21][cH:22]2)[CH3:24])[cH:4][cH:5][c:6]([CH2:8][O:9][c:31]2[n:30][cH:29][c:28]([C:27]([O:26][CH3:25])=[O:35])[cH:33][cH:32]2)[cH:7]1. The reactants are O=CO, Cl, CC(C)(C)OC(=O)N1CC=C(c2cncnc2Oc2ccc(C(=O)c3nc4ccccc4[nH]3)cc2)CC1. Product: O=C(c1ccc(Oc2ncncc2C2=CCNCC2)cc1)c1nc2ccccc2[nH]1. As a reaction SMILES: [CH:39]([OH:40])=[O:41].[ClH:38].[nH:1]1[c:2]([C:10](=[O:11])[c:12]2[cH:13][cH:14][c:15]([O:16][c:17]3[n:18][cH:19][n:20][cH:21][c:22]3[C:23]3=[CH:24][CH2:25][N:26]([C:29]([O:30][C:31]([CH3:32])([CH3:33])[CH3:34])=[O:35])[CH2:27][CH2:28]3)[cH:36][cH:37]2)[n:3][c:4]2[c:5]1[cH:6][cH:7][cH:8][cH:9]2>>[nH:1]1[c:2]([C:10](=[O:11])[c:12]2[cH:13][cH:14][c:15]([O:16][c:17]3[n:18][cH:19][n:20][cH:21][c:22]3[C:23]3=[CH:24][CH2:25][NH:26][CH2:27][CH2:28]3)[cH:36][cH:37]2)[n:3][c:4]2[c:5]1[cH:6][cH:7][cH:8][cH:9]2.